Dataset: the Open Reaction Database (ORD), a public repository of structured organic reaction records. Task: describe an organic reaction: reactants, conditions, products, and yield The reactants are CCOP(=O)(OCC)C(F)(F)c1ccc(C)cc1[N+](=O)[O-], CCOC(C)=O, CCO. The product is CCOP(=O)(OCC)C(F)(F)c1ccc(C)cc1N. RXN SMILES: [CH3:1][c:2]1[cH:3][c:4]([N+:19]([O-:20])=[O:21])[c:5]([C:8]([F:9])([F:10])[P:11]([O:12][CH2:13][CH3:14])([O:15][CH2:16][CH3:17])=[O:18])[cH:6][cH:7]1.[CH3:22][CH2:23][O:24][C:25]([CH3:26])=[O:27].[CH3:28][CH2:29][OH:30]>>[CH3:1][c:2]1[cH:3][c:4]([NH2:19])[c:5]([C:8]([F:9])([F:10])[P:11]([O:12][CH2:13][CH3:14])([O:15][CH2:16][CH3:17])=[O:18])[cH:6][cH:7]1.